This data is from the Open Reaction Database (ORD), a public repository of structured organic reaction records. The task is: describe an organic reaction: reactants, conditions, products, and yield RXN SMILES: [CH3:11][O:12][c:13]1[cH:14][c:15]([NH2:18])[n:16][nH:17]1.[CH3:19][CH2:20][OH:21].[Cl:1][c:2]1[n:3][c:4]([Cl:9])[cH:5][c:6]([Cl:8])[n:7]1.[ClH:10]>>[Cl:1][c:2]1[n:3][c:4]([NH:18][c:15]2[cH:14][c:13]([O:12][CH3:11])[nH:17][n:16]2)[cH:5][c:6]([Cl:8])[n:7]1. Starting materials: COc1cc(N)n[nH]1, CCO, Clc1cc(Cl)nc(Cl)n1, Cl. The product is COc1cc(Nc2cc(Cl)nc(Cl)n2)n[nH]1.